This data is from the Open Reaction Database (ORD), a public repository of structured organic reaction records. The task is: describe an organic reaction: reactants, conditions, products, and yield Conditions: temperature 23 celsius, time 1 hour. Run in O1CCCC1 (tetrahydrofuran), O1CCCC1 (tetrahydrofuran). As a reaction SMILES: [CH3:1][C:2]1([CH3:9])[CH2:7][CH2:6][C:5](=[O:8])[CH:4]=[CH:3]1.[Li+].[CH3:11][Si]([N-][Si](C)(C)C)(C)C.IC>O1CCCC1>[CH3:1][C:2]1([CH3:9])[CH2:7][CH:6]([CH3:11])[C:5](=[O:8])[CH:4]=[CH:3]1 |f:1.2|. Procedure details: A solution of 4,4-dimethyl-cyclohex-2-en-1-one (5.00 g, 40.3 mmol, 1 equiv) in tetrahydrofuran (130 mL) was added to a solution of LHMDS (1 M in tetrahydrofuran, 58.4 mL, 58.4 mmol, 1.45 equiv) in tetrahydrofuran (60 mL) at −78° C. After stirring for 1 h, iodomethane (5.02 mL, 80.6 mmol, 2.0 equiv) was added dropwise to the flask. The cooling bath was immediately removed and the reaction mixture was allowed to warm to room temperature (23° C.). After stirring 11 h, saturated aqueous ammonium chl... Reactants: IC (iodomethane), CC1(C=CC(CC1)=O)C (4,4-dimethyl-cyclohex-2-en-1-one), [Li+].C[Si](C)(C)[N-][Si](C)(C)C (LHMDS). The product is CC1(C=CC(C(C1)C)=O)C (4,4,6-trimethyl-cyclohex-2-en-1-one). Isolated yield 70.6%. Starting materials: NC=1C=C2C(N(C=3N(C2=CC1)N=CC3C(=O)OCC)C)=O (ethyl 7-amino-4-methyl-4,5-dihydro-5-oxopyrazolo[1,5-a]quinazoline-3-carboxylate), C1(=CC=CC=C1)N=C=S (phenyl isothiocyanate), N1=CC=CC=C1 (pyridine). Solvent: O (water). The product is CN1C=2N(C3=CC=C(C=C3C1=O)NC(=S)NC1=CC=CC=C1)N=CC2C(=O)OCC (ethyl 4-methyl-7-phenylthioureido-4,5-dihydro-5-oxopyrazolo[1,5-a]quinazoline-3-carboxylate). RXN SMILES: [NH2:1][C:2]1[CH:3]=[C:4]2[C:9](=[CH:10][CH:11]=1)[N:8]1[N:12]=[CH:13][C:14]([C:15]([O:17][CH2:18][CH3:19])=[O:16])=[C:7]1[N:6]([CH3:20])[C:5]2=[O:21].[C:22]1([N:28]=[C:29]=[S:30])[CH:27]=[CH:26][CH:25]=[CH:24][CH:23]=1.N1C=CC=CC=1>O>[CH3:20][N:6]1[C:5](=[O:21])[C:4]2[C:9](=[CH:10][CH:11]=[C:2]([NH:1][C:29]([NH:28][C:22]3[CH:27]=[CH:26][CH:25]=[CH:24][CH:23]=3)=[S:30])[CH:3]=2)[N:8]2[N:12]=[CH:13][C:14]([C:15]([O:17][CH2:18][CH3:19])=[O:16])=[C:7]12. Procedure details: A solution of 5 g. (0.018 mole) of ethyl 7-amino-4-methyl-4,5-dihydro-5-oxopyrazolo[1,5-a]quinazoline-3-carboxylate and 2.4 g. (0.018 mole) of phenyl isothiocyanate in 250 ml. of pyridine was stirred and heated on a steam bath for about 2 hours, then cooled and diluted with water. The solid which separated was collected to give crude ethyl 4-methyl-7-phenylthioureido-4,5-dihydro-5-oxopyrazolo[1,5-a]quinazoline-3-carboxylate which was not further purified but used as such in Example 7T. Conditions: time 3 hour. Reported procedure: To a stirred solution of 4-(4-hydroxyphenyl)cyclohexanone (1.0 g, 5.3 mmol) in a mixture of 2-propanol (40 mL) and THF (20 mL) was added N-phenylethylenediamine (0.72 g, 5.3 mmol) and 3 Å molecular sieves. After 3 hours, sodium borohydride (0.27 g, 7.3 mmol) was added, and the reaction mixture was stirred overnight. The reaction mixture was quenched with MeOH, filtered through celite, and the filtrate was concentrated under reduced pressure. The product was purified by flash chromatography (sili... RXN SMILES: O[C:2]1[CH:7]=[CH:6][C:5]([CH:8]2[CH2:13][CH2:12][C:11](=[O:14])[CH2:10][CH2:9]2)=[CH:4][CH:3]=1.[C:15]1([NH:21][CH2:22][CH2:23][NH2:24])[CH:20]=[CH:19][CH:18]=[CH:17][CH:16]=1.[BH4-].[Na+]>CC(O)C.C1COCC1>[C:15]1([NH:21][CH2:22][CH2:23][NH:24][C@H:2]2[CH2:7][CH2:6][C@H:5]([C:8]3[CH:13]=[CH:12][C:11]([OH:14])=[CH:10][CH:9]=3)[CH2:4][CH2:3]2)[CH:20]=[CH:19][CH:18]=[CH:17][CH:16]=1 |f:2.3|. Solvent: CC(C)O (2-propanol), C1CCOC1 (THF). The reactants are OC1=CC=C(C=C1)C1CCC(CC1)=O (4-(4-hydroxyphenyl)cyclohexanone), [BH4-].[Na+] (sodium borohydride), C1(=CC=CC=C1)NCCN (N-phenylethylenediamine). The product is C1(=CC=CC=C1)NCCN[C@@H]1CC[C@H](CC1)C1=CC=C(C=C1)O (trans-4-[4-(2-phenylamino-ethylamino)cyclohexyl]phenol). Isolated yield 18.8%. The reactants are CC(=C)C1=CC=CC=C1 (α-methylstyrene), [OH-].[Na+] (sodium hydroxide), C(C)(C)(C1=CC=CC=C1)Cl (cumyl chloride), [O-]O.C1(=CC=CC=C1)C(C)C (cumene hydroperoxide). Reaction conditions: time 5 hour. Yields the product C(C)(C)(C1=CC=CC=C1)OOC(C)(C)C1=CC=CC=C1 (Dicumyl Peroxide). As a reaction SMILES: [CH3:1][C:2]([C:4]1[CH:9]=[CH:8][CH:7]=[CH:6][CH:5]=1)=[CH2:3].[C:10](Cl)([C:13]1[CH:18]=[CH:17][CH:16]=[CH:15][CH:14]=1)([CH3:12])[CH3:11].[O-:20][OH:21].C1(C(C)C)C=CC=CC=1.[OH-].[Na+]>>[C:2]([O:20][O:21][C:10]([C:13]1[CH:18]=[CH:17][CH:16]=[CH:15][CH:14]=1)([CH3:12])[CH3:11])([C:4]1[CH:9]=[CH:8][CH:7]=[CH:6][CH:5]=1)([CH3:1])[CH3:3] |f:2.3,4.5|. Reported procedure: Into a 100 ml. open-top, jacketed reactor was placed 19.2 g. (0.162 m.) of α-methylstyrene, 4.4 g. (0.0285 m.) of distilled cumyl chloride and 37 g. (0.20 m.) of 82% assay cumene hydroperoxide. The mixture was stirred at 40°±2° C. for 5 hours. The reaction mixture was cooled to 20° and then stirred for 15 minutes with 40 ml. of 20% sodium hydroxide solution. The aqueous layer was discarded. The washing with caustic was repeated twice and the organic layer washed with 50 ml. portions of 20% sodiu... Starting materials: O=C(OC(Cl)(Cl)Cl)Cl (diphosgene), [H][H] (hydrogen), C(=O)([O-])[O-].[Na+].[Na+] (Na2CO3), S(C)(=O)(=O)O[C@@](C(F)(F)F)(C#CC1CC1)C1=C(C=CC(=C1)Cl)N ((S)-2-(2-amino-5-chlorophenyl)-4-cyclopropyl-1,1,1-trifluorobut-3-yn-2-ol mesylate), CS(=O)(=O)[O-] (methanesulfonate), formula II, aqueous phase, heptanes, C(=O)([O-])[O-].[Na+].[Na+] (Na2CO3), S(C)(=O)(=O)[O-] (mesylate), [H][H] (hydrogen). Run in ethyl acetate heptanes. Reaction conditions: temperature 15 celsius, time 5 minute. Product: C1CC1C#C[C@]2(C3=C(C=CC(=C3)Cl)NC(=O)O2)C(F)(F)F (DMP-266). The yield is 94.2%. Reaction SMILES: [C:1]([O-:4])([O-])=[O:2].[Na+].[Na+].S(O[C@:12]([C:22]1[CH:27]=[C:26]([Cl:28])[CH:25]=[CH:24][C:23]=1[NH2:29])([C:17]#[C:18][CH:19]1[CH2:21][CH2:20]1)[C:13]([F:16])([F:15])[F:14])(=O)(=O)C.CS([O-])(=O)=O.[H][H].O=C(Cl)OC(Cl)(Cl)Cl>>[CH2:20]1[CH:19]([C:18]#[C:17][C@:12]2([C:13]([F:15])([F:14])[F:16])[O:4][C:1](=[O:2])[NH:29][C:23]3[CH:24]=[CH:25][C:26]([Cl:28])=[CH:27][C:22]2=3)[CH2:21]1 |f:0.1.2|. Procedure details: Aqueous Na2CO3 (12%-w/w, 183 g, 0.206 mol) was charged to SD573-MSA ((S)-2-(2-amino-5-chlorophenyl)-4-cyclopropyl-1,1,1-trifluorobut-3-yn-2-ol mesylate (2:3 mol/mol)=methanesulfonate of the S-enantiomer of the compound of formula II, wherein R1 is trifluoromethyl, R2 is 2-cyclopropyl-ethynyl, R8 is 5-chloro, R9 is hydrogen and R10 is hydrogen; 100 g, 0.23 mol, corresponding to 66.8 g of SD573 free base, 99.6% ee, prepared accordingly to Example 1) in ethyl acetate/heptanes (203 g, 1.5:1 v/v). Th...